Task: describe an organic reaction: reactants, conditions, products, and yield. Dataset: the Open Reaction Database (ORD), a public repository of structured organic reaction records Reactants: NC(C(O)C1=CC=C(C=C1)F)CC1=CC=C(C=C1)C(F)(F)F ((1RS,2SR)-2-amino-1-(4-fluorophenyl)-3-(4-(trifluoromethyl)phenyl)-1-propanol), FC(C1=CC=C(C2=CC=CC=C12)C(=O)O)F (4-(difluoromethyl)-1-naphthalenecarboxylic acid), Cl.C(C)N=C=NCCCN(C)C (1-ethyl-3-(3-dimethylaminopropyl)carbodiimide hydrochloride), ON1N=NC2=C1C=CC=C2 (1-hydroxy-1H-benzotriazole). Run in O (water), C(C)#N (acetonitrile). Run at time 8 hour. Product: FC(C1=CC=C(C2=CC=CC=C12)C(=O)N[C@H]([C@H](O)C1=CC=C(C=C1)F)CC1=CC=C(C=C1)C(F)(F)F)F (4-(difluoromethyl)-N-((1S,2R)-2-(4-fluorophenyl)-2-hydroxy-1-((4-(trifluoromethyl)phenyl)methyl)ethyl)-1-naphthalenecarboxamide). The yield is 82.5%. As a reaction SMILES: [NH2:1][CH:2]([CH2:12][C:13]1[CH:18]=[CH:17][C:16]([C:19]([F:22])([F:21])[F:20])=[CH:15][CH:14]=1)[CH:3]([C:5]1[CH:10]=[CH:9][C:8]([F:11])=[CH:7][CH:6]=1)[OH:4].[F:23][CH:24]([F:38])[C:25]1[C:34]2[C:29](=[CH:30][CH:31]=[CH:32][CH:33]=2)[C:28]([C:35](O)=[O:36])=[CH:27][CH:26]=1.Cl.C(N=C=NCCCN(C)C)C.ON1C2C=CC=CC=2N=N1>C(#N)C.O>[F:23][CH:24]([F:38])[C:25]1[C:34]2[C:29](=[CH:30][CH:31]=[CH:32][CH:33]=2)[C:28]([C:35]([NH:1][C@@H:2]([CH2:12][C:13]2[CH:18]=[CH:17][C:16]([C:19]([F:22])([F:20])[F:21])=[CH:15][CH:14]=2)[C@@H:3]([C:5]2[CH:10]=[CH:9][C:8]([F:11])=[CH:7][CH:6]=2)[OH:4])=[O:36])=[CH:27][CH:26]=1 |f:2.3|. Procedure: To a solution of (1RS,2SR)-2-amino-1-(4-fluorophenyl)-3-(4-(trifluoromethyl)phenyl)-1-propanol (300 mg, 0.96 mmol) in acetonitrile (30 ml) were added 4-(difluoromethyl)-1-naphthalenecarboxylic acid (213 mg, 0.96 mmol), 1-ethyl-3-(3-dimethylaminopropyl)carbodiimide hydrochloride (275 mg, 1.44 mmol) and 1-hydroxy-1H-benzotriazole (147 mg, 0.96 mmol) and the mixture was stirred overnight at room temperature. The reaction solution was diluted with water (100 ml) and extracted with ethyl acetate (100... The reactants are Fc1ccc(CCCBr)cc1, C=CCOc1ccc2c(c1)CCNC2=O, [H-], [Na+], CN(C)C=O, O. The product is C=CCOc1ccc2c(c1)CCN(CCCc1ccc(F)cc1)C2=O. Reaction SMILES: [Br:16][CH2:17][CH2:18][CH2:19][c:20]1[cH:21][cH:22][c:23]([F:26])[cH:24][cH:25]1.[CH2:1]([CH:2]=[CH2:3])[O:4][c:5]1[cH:6][c:7]2[c:12]([cH:13][cH:14]1)[C:11](=[O:15])[NH:10][CH2:9][CH2:8]2.[H-:28].[Na+:27].[O:30]=[CH:31][N:32]([CH3:33])[CH3:34].[OH2:29]>>[CH2:1]([CH:2]=[CH2:3])[O:4][c:5]1[cH:6][c:7]2[c:12]([cH:13][cH:14]1)[C:11](=[O:15])[N:10]([CH2:17][CH2:18][CH2:19][c:20]1[cH:21][cH:22][c:23]([F:26])[cH:24][cH:25]1)[CH2:9][CH2:8]2. The reactants are C(C)(C)(C)C1=C(C=C(C(=O)N2[C@@](C[C@@H]([C@@H]2C=2N=CSC2)C2=NC=CN=C2)(C(=O)OC(C)(C)C)CC(C)C)C=C1)OC (rel-(2S,4S,5R)-1-(4-tert-butyl-3-methoxybenzoyl)-2-isobutyl-4-(pyrazin-2-yl)-5-(thiazol-4-yl)pyrrolidine-2-carboxylic acid, tert butyl ester), C(=O)(C(F)(F)F)O (TFA). The product is C(C)(C)(C)C1=C(C=C(C(=O)N2[C@@](C[C@@H]([C@@H]2C=2N=CSC2)C2=NC=CN=C2)(C(=O)O)CC(C)C)C=C1)OC (rel-(2S,4S,5R)-1-(4-tert-Butyl-3-methoxybenzoyl)-2-isobutyl-4-(pyrazin-2-yl)-5-(thiazol-4-yl)pyrrolidine-2-carboxylic acid). Reaction SMILES: [C:1]([C:5]1[CH:39]=[CH:38][C:8]([C:9]([N:11]2[C@@H:15]([C:16]3[N:17]=[CH:18][S:19][CH:20]=3)[C@@H:14]([C:21]3[CH:26]=[N:25][CH:24]=[CH:23][N:22]=3)[CH2:13][C@@:12]2([CH2:34][CH:35]([CH3:37])[CH3:36])[C:27]([O:29]C(C)(C)C)=[O:28])=[O:10])=[CH:7][C:6]=1[O:40][CH3:41])([CH3:4])([CH3:3])[CH3:2].C(O)(C(F)(F)F)=O>>[C:1]([C:5]1[CH:39]=[CH:38][C:8]([C:9]([N:11]2[C@@H:15]([C:16]3[N:17]=[CH:18][S:19][CH:20]=3)[C@@H:14]([C:21]3[CH:26]=[N:25][CH:24]=[CH:23][N:22]=3)[CH2:13][C@@:12]2([CH2:34][CH:35]([CH3:36])[CH3:37])[C:27]([OH:29])=[O:28])=[O:10])=[CH:7][C:6]=1[O:40][CH3:41])([CH3:3])([CH3:4])[CH3:2]. Reported procedure: The tert-butyl ester from stage A was deprotected with TFA in a similar manner to that described in Example 1, to afford the title compound as a solid. Reactants: FC=1C=C2C=3C(=C(NC3C1)C=1C=C(C=O)C=CC1)CCNC2=O (3-(8-fluoro-6-oxo-3,4,5,6-tetrahydro-1H-azepino[5,4,3-cd]indol-2-yl)-benzaldehyde), C(=O)C=1C=C(C=CC1)B(O)O (3-formylphenylboronic acid), CN (methylamine), C1(=CC=CC=C1)C=1NC=2C=CC=C3C2C1CCNC3=O (2-Phenyl-3,4,5,6-tetrahydro-1H-azepino[5,4,3-cd]indol-6-one), BrC=1NC=2C=C(C=C3C2C1CCNC3=O)F (2-bromo-8-fluoro-1,3,4,5-tetrahydro-azepino[5,4,3-cd]indol-6-one). Yields the product FC=1C=C2C=3C(=C(NC3C1)C1=CC(=CC=C1)CNC)CCNC2=O (8-fluoro-2-(3-methylaminomethyl-phenyl)-1,3,4,5-tetrahydro-azepino[5,4,3-cd]indol-6-one). RXN SMILES: [F:1][C:2]1[CH:3]=[C:4]2[C:22](=[O:23])[NH:21][CH2:20][CH2:19][C:6]3=[C:7]([C:11]4[CH:12]=[C:13]([CH:16]=[CH:17][CH:18]=4)[CH:14]=O)[NH:8][C:9]([CH:10]=1)=[C:5]23.C1([C:30]2[NH:31]C3C=CC=C4C(=O)NCCC=2C=34)C=CC=CC=1.BrC1NC2C=C(F)C=C3C(=O)NCCC=1C=23.C(C1C=C(B(O)O)C=CC=1)=O.CN>>[F:1][C:2]1[CH:3]=[C:4]2[C:22](=[O:23])[NH:21][CH2:20][CH2:19][C:6]3=[C:7]([C:11]4[CH:18]=[CH:17][CH:16]=[C:13]([CH2:14][NH:31][CH3:30])[CH:12]=4)[NH:8][C:9]([CH:10]=1)=[C:5]23. Reported procedure: 3-(8-fluoro-6-oxo-3,4,5,6-tetrahydro-1H-azepino[5,4,3-cd]indol-2-yl)-benzaldehyde (247 mg, 0.80 mmol; prepared in a manner similar to that described for compound 12 from 2-bromo-8-fluoro-1,3,4,5-tetrahydro-azepino[5,4,3-cd]indol-6-one and 3-formylphenylboronic acid) was reacted with methylamine (4.91 mmol) as described for Compound PPP to yield 8-fluoro-2-(3-methylaminomethyl-phenyl)-1,3,4,5-tetrahydro-azepino[5,4,3-cd]indol-6-one, 193 mg (74%) as an off-white solid: m.p. 270-272° C. (dec); 1H N... Reactants: FC1=C(N)C=CC(=C1)I (2-Fluoro-4-iodoaniline), C(C)C1=C(C(=C(C(=C1)F)F)F)[N+](=O)[O-] (1-ethyl-3,4,5-trifluoro-2-nitrobenzene). Yields the product C(C)C=1C(=C(NC2=C(C=C(C=C2)I)F)C(=C(C1)F)F)[N+](=O)[O-] (3-Ethyl-5,6-difluoro-N-(2-fluoro-4-iodophenyl)-2 nitroaniline). The yield is 58.5%. As a reaction SMILES: [F:1][C:2]1[CH:8]=[C:7]([I:9])[CH:6]=[CH:5][C:3]=1[NH2:4].[CH2:10]([C:12]1[CH:17]=[C:16]([F:18])[C:15]([F:19])=[C:14](F)[C:13]=1[N+:21]([O-:23])=[O:22])[CH3:11]>>[CH2:10]([C:12]1[C:13]([N+:21]([O-:23])=[O:22])=[C:14]([C:15]([F:19])=[C:16]([F:18])[CH:17]=1)[NH:4][C:3]1[CH:5]=[CH:6][C:7]([I:9])=[CH:8][C:2]=1[F:1])[CH3:11]. Procedure details: 2-Fluoro-4-iodoaniline (2.05 g, 10 mmol) and 1-ethyl-3,4,5-trifluoro-2-nitrobenzene (2.37 g, 10 mmol) were reacted using the condition described in example 1 (Step A) to form the title compound (2.47 g, 60%); m/z=407 [M−1]−. Reactants: CCCc1c(OCc2ccc(C(N=[N+]=[N-])c3cccc(-c4nn[nH]n4)c3)cc2)ccc(C(C)=O)c1O, C1CCOC1, O, c1ccc(P(c2ccccc2)c2ccccc2)cc1. The product is CCCc1c(OCc2ccc(C(N)c3cccc(-c4nnn[nH]4)c3)cc2)ccc(C(C)=O)c1O. As a reaction SMILES: [N:1](=[N+:2]=[N-:3])[CH:4]([c:5]1[cH:6][cH:7][c:8]([CH2:9][O:10][c:11]2[c:12]([CH2:21][CH2:22][CH3:23])[c:13]([OH:20])[c:14]([C:17]([CH3:18])=[O:19])[cH:15][cH:16]2)[cH:24][cH:25]1)[c:26]1[cH:27][c:28](-[c:32]2[n:33][n:34][nH:35][n:36]2)[cH:29][cH:30][cH:31]1.[O:57]1[CH2:58][CH2:59][CH2:60][CH2:61]1.[OH2:56].[c:37]1([P:38]([c:39]2[cH:40][cH:41][cH:42][cH:43][cH:44]2)[c:45]2[cH:46][cH:47][cH:48][cH:49][cH:50]2)[cH:51][cH:52][cH:53][cH:54][cH:55]1>>[NH2:1][CH:4]([c:5]1[cH:6][cH:7][c:8]([CH2:9][O:10][c:11]2[c:12]([CH2:21][CH2:22][CH3:23])[c:13]([OH:20])[c:14]([C:17]([CH3:18])=[O:19])[cH:15][cH:16]2)[cH:24][cH:25]1)[c:26]1[cH:27][c:28](-[c:32]2[n:33][n:34][n:35][nH:36]2)[cH:29][cH:30][cH:31]1. The reactants are CC#N, ClI, [N-]=[N+]=[N-], [Na+], O, C=Cc1cn(COCCO)c(=O)[nH]c1=O. Product: [N-]=[N+]=NC(CI)c1cn(COCCO)c(=O)[nH]c1=O. Reaction SMILES: [CH3:23][C:24]#[N:25].[I:1][Cl:2].[N-:4]=[N+:5]=[N-:6].[Na+:3].[OH2:22].[OH:7][CH2:8][CH2:9][O:10][CH2:11][n:12]1[c:13](=[O:14])[nH:15][c:16](=[O:17])[c:18]([CH:20]=[CH2:21])[cH:19]1>>[I:1][CH2:21][CH:20]([N:4]=[N+:5]=[N-:6])[c:18]1[c:16](=[O:17])[nH:15][c:13](=[O:14])[n:12]([CH2:11][O:10][CH2:9][CH2:8][OH:7])[cH:19]1.